This data is from the Open Reaction Database (ORD), a public repository of structured organic reaction records. The task is: describe an organic reaction: reactants, conditions, products, and yield The reactants are [Na][Na] (disodium), C(CCCO)O (butane 1,4-diol), ClCC1(COC1)CCl (3,3-bis-(chloromethyl)oxetane). Yields the product ClCC1(COC1)COCCCCOCC1(COC1)CCl (1,4-bis-[(3-chloromethyl-3-oxetanyl)methyloxy]butane). As a reaction SMILES: [Na][Na].[CH2:3]([OH:8])[CH2:4][CH2:5][CH2:6][OH:7].Cl[CH2:10][C:11]1([CH2:15][Cl:16])[CH2:14][O:13][CH2:12]1>>[Cl:16][CH2:15][C:11]1([CH2:10][O:7][CH2:6][CH2:5][CH2:4][CH2:3][O:8][CH2:10][C:11]2([CH2:15][Cl:16])[CH2:14][O:13][CH2:12]2)[CH2:14][O:13][CH2:12]1. Procedure details: Reaction of the disodium salt of butane 1,4-diol with excess 3,3-bis-(chloromethyl)oxetane gives 1,4-bis-[(3-chloromethyl-3-oxetanyl)methyloxy]butane (10). This difunctional oxetane can be further substituted to give multioxetane compounds having various pendant groups. Substitution of the difunctional oxetane can be tailored so that the multioxetane compound can react with oxetane monomers having widely varying reactivity ratios. Reaction of 1,4-bis-[(3-chloromethyl-3-oxetanyl)methyloxy]-butane... The reactants are N(=[N+]=[N-])C(C)(C1=C(N=CO1)C)C1=COC=C1 (1-Azido-1-(3-furyl)-1-(4-methyl-5-oxazolyl)ethane). Reagents/catalysts: [Pd] (palladium-on-charcoal). The solvent is C(C)O (ethanol). Product: O1C=C(C=C1)C(C)(C1=C(N=CO1)C)N (1-(3-Furyl)-1-(4-methyl-5-oxazolyl)ethylamine). As a reaction SMILES: [N:1]([C:4]([C:12]1[CH:16]=[CH:15][O:14][CH:13]=1)([C:6]1[O:10][CH:9]=[N:8][C:7]=1[CH3:11])[CH3:5])=[N+]=[N-]>C(O)C.[Pd]>[O:14]1[CH:15]=[CH:16][C:12]([C:4]([NH2:1])([C:6]2[O:10][CH:9]=[N:8][C:7]=2[CH3:11])[CH3:5])=[CH:13]1. Procedure details: The product from Example 65 in ethanol was hydrogenated in the presence of 10% palladium-on-charcoal to give the title compound.